Dataset: the Open Reaction Database (ORD), a public repository of structured organic reaction records. Task: describe an organic reaction: reactants, conditions, products, and yield The reactants are CN1C(N(CC1=O)CCC#N)=O (3-(3-methyl-2,4-dioxoimidazolidin-1-yl)propionitrile), Cl (hydrochloric acid), C(C)(=O)O (acetic acid). Product: CN1C(N(CC1=O)CCC(=O)O)=O (3-(3-methyl-2,4-dioxoimidazolidin-1-yl)propionic acid). Isolated yield 49.4%. As a reaction SMILES: [CH3:1][N:2]1[C:6](=[O:7])[CH2:5][N:4]([CH2:8]CC#N)[C:3]1=[O:12].Cl.[C:14]([OH:17])(=[O:16])[CH3:15]>>[CH3:1][N:2]1[C:6](=[O:7])[CH2:5][N:4]([CH2:8][CH2:15][C:14]([OH:17])=[O:16])[C:3]1=[O:12]. Procedure details: 334.33 g (2.0 mol) of 3-(3-methyl-2,4-dioxoimidazolidin-1-yl)propionitrile, prepared as described in Example 5, are hydrolysed for 5 hours and 30 minutes at 96°-107° C. in a mixture of 1482.7 g (13.0 mol) of aqueous 32% hydrochloric acid and 288.3 g (4.8 mol) of acetic acid. The reaction solution is then evaporated at 90° C. under reduced pressure in a rotary evaporator and dried at 120° C./0.1 mbar to constant weight, giving 354.1 g (95.1% of theory) of crude product, which is purified by recry... The reactants are C(C)(=O)N1CCC(CC1)NC1=CC(=CC=C1)OC (N-(l-acetylpiperidin-4-yl)-3-methoxyaniline), ClCC(=C)C (3-chloro-2-methylpropene), C([O-])([O-])=O.[K+].[K+] (potassium carbonate). The solvent is CN(C=O)C (dimethylformamide). The product is C(C)(=O)N1CCC(CC1)N(C1=CC(=CC=C1)OC)CC(=C)C (N-(1-Acetylpiperidin-4-yl)-N-(2-methyl-2-propen-1-yl)-3-methoxyaniline). The yield is 63.6%. As a reaction SMILES: [C:1]([N:4]1[CH2:9][CH2:8][CH:7]([NH:10][C:11]2[CH:16]=[CH:15][CH:14]=[C:13]([O:17][CH3:18])[CH:12]=2)[CH2:6][CH2:5]1)(=[O:3])[CH3:2].Cl[CH2:20][C:21]([CH3:23])=[CH2:22].C(=O)([O-])[O-].[K+].[K+]>CN(C)C=O>[C:1]([N:4]1[CH2:9][CH2:8][CH:7]([N:10]([CH2:22][C:21]([CH3:23])=[CH2:20])[C:11]2[CH:16]=[CH:15][CH:14]=[C:13]([O:17][CH3:18])[CH:12]=2)[CH2:6][CH2:5]1)(=[O:3])[CH3:2] |f:2.3.4|. Procedure details: A mixture of N-(l-acetylpiperidin-4-yl)-3-methoxyaniline (2.0 g), 3-chloro-2-methylpropene (10 ml) and potassium carbonate (5.0 g) in dimethylformamide (50 ml) was reacted at 80° C. for 6 hr. Then the reaction mixtures were concentrated under reduced pressure and partitioned between ethyl acetate and water. The ethyl acetate layer was washed successively with water and brine and dried over magnesium sulfate. After evaporating the solvent under reduced pressure, the residue was purified by silica... Reactants: C(#N)C1=C(C(=C2N1[C@H](CN(C2=O)CC)C)OC)C(=O)OCC (ethyl (4S)-6-cyano-2-ethyl-8-methoxy-4-methyl-1-oxo-1,2,3,4-tetrahydropyrrolo[1,2-a]pyrazin-7-carboxylate), NN (hydrazine). Product: NC1=NNC(C2=C1N1C(=C2OC)C(N(C[C@@H]1C)CC)=O)=O ((6S)-4-Amino-8-ethyl-10-methoxy-6-methyl-7,8-dihydropyrazino[1′,2′:1,5]pyrrolo[2,3-d]pyridazine-1,9(2H,6H)-dione). Reagents/catalysts: C(C)(=O)O (acetic acid). Reported procedure: A solution of ethyl (4S)-6-cyano-2-ethyl-8-methoxy-4-methyl-1-oxo-1,2,3,4-tetrahydropyrrolo[1,2-a]pyrazin-7-carboxylate (1.10 g, 3.60 mmol) in absolute ethanol (25 mL) was purged with argon gas for 15 minutes. The mixture was treated with hydrazine (1.16 g, 36.02 mmol) and 20 drops glacial acetic acid, and heated in a sealed tube in an oil bath at 110° C. overnight. The product mixture was cooled to 0° C. The solid precipitated collected by filtration, washed with cold ethanol and diethyl ether ... Run in C(C)O (ethanol). As a reaction SMILES: [C:1]([C:3]1[N:7]2[C@@H:8]([CH3:15])[CH2:9][N:10]([CH2:13][CH3:14])[C:11](=[O:12])[C:6]2=[C:5]([O:16][CH3:17])[C:4]=1[C:18]([O:20]CC)=O)#[N:2].[NH2:23][NH2:24]>C(O)C.C(O)(=O)C>[NH2:2][C:1]1[C:3]2[N:7]3[C@@H:8]([CH3:15])[CH2:9][N:10]([CH2:13][CH3:14])[C:11](=[O:12])[C:6]3=[C:5]([O:16][CH3:17])[C:4]=2[C:18](=[O:20])[NH:24][N:23]=1. Run at temperature 110 celsius. Starting materials: CC(=O)[O-], O=C(O)O, CC(=O)O, CCOCC, Cc1ccc(N)c(F)c1, ClI, [Na+], [Na+], [Na+], O, O, O, O=S([O-])[O-]. Product: Cc1cc(F)c(N)c(I)c1. Reaction SMILES: [C:13]([O-:14])(=[O:15])[CH3:16].[C:25](=[O:26])([OH:27])[OH:28].[CH3:30][C:31](=[O:32])[OH:33].[CH3:34][CH2:35][O:36][CH2:37][CH3:38].[F:1][c:2]1[c:3]([NH2:4])[cH:5][cH:6][c:7]([CH3:9])[cH:8]1.[I:18][Cl:19].[Na+:17].[Na+:24].[Na+:29].[OH2:10].[OH2:11].[OH2:12].[S:20]([O-:21])([O-:22])=[O:23]>>[F:1][c:2]1[c:3]([NH2:4])[c:5]([I:18])[cH:6][c:7]([CH3:9])[cH:8]1. Starting materials: OC1=C(C(=O)OC)C=C(C=C1)C (2-Hydroxy-5-methylbenzoic acid, methyl ester), S(O)(O)(=O)=O (sulphuric acid), C(C)(=O)OC(C)=O (acetic anhydride), ice water. Conditions: time 72 hour. The product is C(C)(=O)OC1=C(C(=O)OC)C=C(C=C1)C (2Acetoxy-5-methylbenzoic acid, methyl ester). Reaction SMILES: [OH:1][C:2]1[CH:11]=[CH:10][C:9]([CH3:12])=[CH:8][C:3]=1[C:4]([O:6][CH3:7])=[O:5].S(=O)(=O)(O)O.[C:18](OC(=O)C)(=[O:20])[CH3:19]>>[C:18]([O:1][C:2]1[CH:11]=[CH:10][C:9]([CH3:12])=[CH:8][C:3]=1[C:4]([O:6][CH3:7])=[O:5])(=[O:20])[CH3:19]. Reported procedure: A solution of the product from step (i) (5.87 g) in acetic anhydride (4.32 g) was treated with concentrated sulphuric acid (0.5 ml) and stirred for 72 hours. The mixture was poured into ice-water and extracted with diethyl ether. The extract was washed with water and saturated aqueous sodium bicarbonate, dried (MgSO4) and evaporated. Yield 5.5 g. Starting materials: ClC1=C(C(=CC(=C1)OCC=C(Cl)Cl)Cl)O (2,6-dichloro-4-(3,3-dichloro-2-propenyloxy)phenol), N-(4-bromoethyl)phthalimide, C([O-])([O-])=O.[K+].[K+] (potassium carbonate), CN(C=O)C (N,N-dimethylformamide), ice water, Cl (hydrochloric acid). The solvent is C(C)(=O)OCC (ethyl acetate). Run at time 24 hour. Yields the product ClC=1C=C(C=C(C1OCCCCN1C(C=2C(C1=O)=CC=CC2)=O)Cl)OCC=C(Cl)Cl (3,5-dichloro-4-(4-phthalimidobutyloxy)-1-(3,3-dichloro-2-propenyloxy)benzene). Yield: 94.0%. As a reaction SMILES: [Cl:1][C:2]1[CH:7]=[C:6]([O:8][CH2:9][CH:10]=[C:11]([Cl:13])[Cl:12])[CH:5]=[C:4]([Cl:14])[C:3]=1[OH:15].[C:16](=[O:19])([O-])[O-].[K+].[K+].[CH3:22][N:23](C)[CH:24]=[O:25].Cl>C(OCC)(=O)C>[Cl:1][C:2]1[CH:7]=[C:6]([O:8][CH2:9][CH:10]=[C:11]([Cl:13])[Cl:12])[CH:5]=[C:4]([Cl:14])[C:3]=1[O:15][CH2:9][CH2:10][CH2:11][CH2:22][N:23]1[C:24](=[O:25])[C:3]2=[CH:4][CH:5]=[CH:6][CH:7]=[C:2]2[C:16]1=[O:19] |f:1.2.3|. Reported procedure: A mixture of 9.1 g of 2,6-dichloro-4-(3,3-dichloro-2-propenyloxy)phenol, 8.9 g of N-(4-bromoethyl)phthalimide, 4.4 g of potassium carbonate and 100 ml of N,N-dimethylformamide was stirred at room temperature for 24 hours. The reaction mixture was poured into ice water and made weak acidic by the addition of 10% hydrochloric acid, after which 200 ml of ethyl acetate was added for extraction. The ethyl acetate layer was successively washed with 10% hydrochloric acid and saturated saline solution, ... Reactants: ClC1=NC=C(C=N1)OC(F)F (2-chloro-5-(difluoromethoxy)pyrimidine), ClC1=NC=C(C=N1)OC1CCN(CC1)C (2-chloro-5-[(1-methylpiperidin-4-yl)oxy]pyrimidine), FC1(CCC(CC1)C1=C(C(=NC=2CC(CC(C12)OCC1=CC=C(C=C1)OC)(C)C)C1CCNCC1)C(C1=CC=C(C=C1)C(F)(F)F)F)F ((−)-4-(4,4-Difluorocyclohexyl)-3-{fluoro[4-(trifluoromethyl)phenyl]methyl}-5-[(4-methoxybenzyl)oxy]-7,7-dimethyl-2-(piperidin-4-yl)-5,6,7,8-tetrahydroquinoline). Yields the product FC1(CCC(CC1)C1=C(C(=NC=2CC(CC(C12)O)(C)C)C1CCN(CC1)C1=NC=C(C=N1)OC(F)F)C(C1=CC=C(C=C1)C(F)(F)F)F)F ((−)-4-(4,4-Difluorocyclohexyl)-2-{1-[5-(difluoromethoxy)pyrimidin-2-yl]piperidin-4-yl}-3-{fluoro[4-(trifluoromethyl)phenyl]methyl}-7,7-dimethyl-5,6,7,8-tetrahydroquinolin-5-ol), solid. The yield is 49.0%. RXN SMILES: Cl[C:2]1[N:7]=[CH:6][C:5]([O:8][CH:9]([F:11])[F:10])=[CH:4][N:3]=1.ClC1N=CC(OC2CCN(C)CC2)=CN=1.[F:27][C:28]1([F:74])[CH2:33][CH2:32][CH:31]([C:34]2[C:43]3[CH:42]([O:44]CC4C=CC(OC)=CC=4)[CH2:41][C:40]([CH3:55])([CH3:54])[CH2:39][C:38]=3[N:37]=[C:36]([CH:56]3[CH2:61][CH2:60][NH:59][CH2:58][CH2:57]3)[C:35]=2[CH:62]([F:73])[C:63]2[CH:68]=[CH:67][C:66]([C:69]([F:72])([F:71])[F:70])=[CH:65][CH:64]=2)[CH2:30][CH2:29]1>>[F:74][C:28]1([F:27])[CH2:33][CH2:32][CH:31]([C:34]2[C:43]3[CH:42]([OH:44])[CH2:41][C:40]([CH3:54])([CH3:55])[CH2:39][C:38]=3[N:37]=[C:36]([CH:56]3[CH2:61][CH2:60][N:59]([C:2]4[N:7]=[CH:6][C:5]([O:8][CH:9]([F:11])[F:10])=[CH:4][N:3]=4)[CH2:58][CH2:57]3)[C:35]=2[CH:62]([F:73])[C:63]2[CH:68]=[CH:67][C:66]([C:69]([F:71])([F:72])[F:70])=[CH:65][CH:64]=2)[CH2:30][CH2:29]1. Reported procedure: Reactions similar to those of Reference Example 29 and Example 38 were performed except for using 2-chloro-5-(difluoromethoxy)pyrimidine, which was prepared by a method similar to that of Reference Example 32, instead of 2-chloro-5-[(1-methylpiperidin-4-yl)oxy]pyrimidine, and from 102 mg (151 μmol) of (−)-4-(4,4-Difluorocyclohexyl)-3-{fluoro[4-(trifluoromethyl)phenyl]methyl}-5-[(4-methoxybenzyl)oxy]-7,7-dimethyl-2-(piperidin-4-yl)-5,6,7,8-tetrahydroquinoline, which was prepared by a method simil...